From a dataset of the Open Reaction Database (ORD), a public repository of structured organic reaction records. describe an organic reaction: reactants, conditions, products, and yield Starting materials: OC[C@H](CC)NC(OC(C)(C)C)=O ((S)-tert-butyl 1-hydroxybutan-2-ylcarbamate), [H-].[Na+] (NaH), BrCC(=O)OC(C)(C)C (tert-butyl 2-bromoacetate). Solvent: C1CCOC1 (THF), C1CCOC1 (THF). Run at temperature 0 celsius, time 30 minute. The product is C(C)(C)(C)OC(=O)N[C@H](COCC(=O)OC(C)(C)C)CC ((S)-tert-butyl 2-(2-(tert-butoxycarbonylamino)butoxy)acetate). RXN SMILES: [OH:1][CH2:2][C@@H:3]([NH:6][C:7](=[O:13])[O:8][C:9]([CH3:12])([CH3:11])[CH3:10])[CH2:4][CH3:5].[H-].[Na+].Br[CH2:17][C:18]([O:20][C:21]([CH3:24])([CH3:23])[CH3:22])=[O:19]>C1COCC1>[C:9]([O:8][C:7]([NH:6][C@@H:3]([CH2:4][CH3:5])[CH2:2][O:1][CH2:17][C:18]([O:20][C:21]([CH3:24])([CH3:23])[CH3:22])=[O:19])=[O:13])([CH3:12])([CH3:11])[CH3:10] |f:1.2|. Reported procedure: To a solution of (S)-tert-butyl 1-hydroxybutan-2-ylcarbamate (1 eq, from the previous step) in THF (0.23 M) at 0° C. was added portionwise 60% wt NaH (2 eq). The reaction was stirred at 0° C. for 30 minutes, and then a solution of tert-butyl 2-bromoacetate (1 eq) in THF (0.12 M) was added dropwise. The reaction was warmed to room temperature and stirred for 1 hour. The reaction was quenched slowly with saturated aqueous NH4Cl solution and diluted with ether. The organic layer was washed with wat... Reactants: C(C1=CC=CC=C1)(=O)CC(C1=CC=CC=C1)=O (dibenzoylmethane), CNC(=O)N (N-methylurea), Cl (hydrogen chloride), M-methylurea. Run in C(C)(=O)O (acetic acid). Conditions: time 8 hour. Yields the product CN1C(N=C(C=C1C1=CC=CC=C1)C1=CC=CC=C1)=O (1-methyl-4,6-diphenylpyrimidin-2(1H)-one). RXN SMILES: [C:1]([CH2:9][C:10](=O)[C:11]1[CH:16]=[CH:15][CH:14]=[CH:13][CH:12]=1)(=O)[C:2]1[CH:7]=[CH:6][CH:5]=[CH:4][CH:3]=1.Cl.[CH3:19][NH:20][C:21]([NH2:23])=[O:22]>C(O)(=O)C>[CH3:19][N:20]1[C:1]([C:2]2[CH:7]=[CH:6][CH:5]=[CH:4][CH:3]=2)=[CH:9][C:10]([C:11]2[CH:16]=[CH:15][CH:14]=[CH:13][CH:12]=2)=[N:23][C:21]1=[O:22]. Procedure details: A solution of 15 g. of dibenzoylmethane and 43.5 g. of M-methylurea in 250 ml. of glacial acetic acid is refluxed for 8 hours while dry hydrogen chloride gas is bubbled through the reaction mixture. An additional amount of 5 equivalents of N-methylurea is then added and refluxing continued for another 8 hours while bubbling hydrogen chloride through the reaction system. The N-methylurea addition is again repeated and refluxing procedure continued for a further 8 hours. The resulting mixture is f... Reactants: azides, ClCCCS(=O)(=O)OCC([C@H](C(=O)OCCC(C)C)OCC1=CC=CC=C1)(C)C (3-methylbutyl (2R)-4-[(3-chloropropyl)sulfonyloxy]-3,3-dimethyl-2-(phenylmethoxy)butanoate), [N-]=[N+]=[N-].[Na+] (sodium azide). Solvent: CS(=O)C (dimethyl sulfoxide). The product is N(=[N+]=[N-])CCCS(=O)(=O)OCC([C@H](C(=O)OCCC(C)C)OCC1=CC=CC=C1)(C)C (3-Methylbutyl (2R)-4-[(3-azidopropyl)sulfonyloxy]-3,3-dimethyl-2-(phenylmethoxy)butanoate). As a reaction SMILES: Cl[CH2:2][CH2:3][CH2:4][S:5]([O:8][CH2:9][C:10]([CH3:29])([CH3:28])[C@@H:11]([O:20][CH2:21][C:22]1[CH:27]=[CH:26][CH:25]=[CH:24][CH:23]=1)[C:12]([O:14][CH2:15][CH2:16][CH:17]([CH3:19])[CH3:18])=[O:13])(=[O:7])=[O:6].[N-:30]=[N+:31]=[N-:32].[Na+]>CS(C)=O>[N:30]([CH2:2][CH2:3][CH2:4][S:5]([O:8][CH2:9][C:10]([CH3:29])([CH3:28])[C@@H:11]([O:20][CH2:21][C:22]1[CH:27]=[CH:26][CH:25]=[CH:24][CH:23]=1)[C:12]([O:14][CH2:15][CH2:16][CH:17]([CH3:19])[CH3:18])=[O:13])(=[O:7])=[O:6])=[N+:31]=[N-:32] |f:1.2|. Procedure: Following the general procedure for the preparation of azides of Description 16, 3-methylbutyl (2R)-4-[(3-chloropropyl)sulfonyloxy]-3,3-dimethyl-2-(phenylmethoxy)butanoate (29a) (0.32 g, 0.74 mmol) dissolved in 5 mL of anhydrous dimethyl sulfoxide (DMSO) was reacted with 0.11 g (1.5 mmol) of sodium azide (NaN3). After work-up, the crude material (29b) was used in the next step without further purification. MS (ESI) m/z 478.18 (M+Na)+. Isolated yield 54.1%. Reactants: ClC=1C=C(C=CC1)C1=C2CC(NC2=CC=C1)=O (4-(3-chloro-phenyl)-1,3-dihydro-indol-2-one), N1(N=NC=C1)CCNC(=O)C1=C(NC(=C1)C)C=O (2-formyl-5-methyl-1H-pyrrole-3-carboxylic acid (2-(1,2,3]triazol-1-yl-ethyl)-amide). Solvent: C(C)O (ethanol). RXN SMILES: [Cl:1][C:2]1[CH:3]=[C:4]([C:8]2[CH:16]=[CH:15][CH:14]=[C:13]3[C:9]=2[CH2:10][C:11](=[O:17])[NH:12]3)[CH:5]=[CH:6][CH:7]=1.[N:18]1([CH2:23][CH2:24][NH:25][C:26]([C:28]2[CH:32]=[C:31]([CH3:33])[NH:30][C:29]=2[CH:34]=O)=[O:27])[CH:22]=[CH:21][N:20]=[N:19]1>C(O)C.N1CCCCC1>[N:18]1([CH2:23][CH2:24][NH:25][C:26]([C:28]2[CH:32]=[C:31]([CH3:33])[NH:30][C:29]=2[CH:34]=[C:10]2[C:9]3[C:13](=[CH:14][CH:15]=[CH:16][C:8]=3[C:4]3[CH:5]=[CH:6][CH:7]=[C:2]([Cl:1])[CH:3]=3)[NH:12][C:11]2=[O:17])=[O:27])[CH:22]=[CH:21][N:20]=[N:19]1. Conditions: time 3 day. Product: N1(N=NC=C1)CCNC(=O)C1=C(NC(=C1)C)C=C1C(NC2=CC=CC(=C12)C1=CC(=CC=C1)Cl)=O (2-[4-(3-chlorophenyl)-2-oxo-1,2-dihydro-indol-3-ylidenemethyl]-5-methyl-1H-pyrrole-3-carboxylic acid (2-[1,2,3]triazol-1-yl-ethyl)-amide). Reagents/catalysts: N1CCCCC1 (piperidine). Reported procedure: To a solution of 4-(3-chloro-phenyl)-1,3-dihydro-indol-2-one (60.9 mg, 0.25 mmol) and 2-formyl-5-methyl-1H-pyrrole-3-carboxylic acid (2-(1,2,3]triazol-1-yl-ethyl)-amide (64.8 mg, 0.26 mmol) in ethanol (2 mL) was added piperidine (3 drops). The reaction mixture was stirred at room temperature for three days. A yellow solid product was precipitated out, filtered, washed by ethanol for three times, and dried under high vacuum to provide pure product 2-[4-(3-chlorophenyl)-2-oxo-1,2-dihydro-indol-3-y...